This data is from the Open Reaction Database (ORD), a public repository of structured organic reaction records. The task is: describe an organic reaction: reactants, conditions, products, and yield Starting materials: C1CCOC1, COC(=O)c1nc(Cl)c(Cl)c(F)c1Nc1ccccc1F, [Cu]I, Cl[Pd]Cl, C#C[Si](C)(C)C, c1ccc(P(c2ccccc2)c2ccccc2)cc1, c1ccc(P(c2ccccc2)c2ccccc2)cc1. Product: COC(=O)c1nc(C#C[Si](C)(C)C)c(Cl)c(F)c1Nc1ccccc1F. RXN SMILES: [CH2:28]1[O:29][CH2:30][CH2:31][CH2:32]1.[CH3:1][O:2][C:3](=[O:4])[c:5]1[n:6][c:7]([Cl:21])[c:8]([Cl:20])[c:9]([F:19])[c:10]1[NH:11][c:12]1[c:13]([F:18])[cH:14][cH:15][cH:16][cH:17]1.[Cu:74][I:75].[Pd:33]([Cl:34])[Cl:35].[Si:22]([CH3:23])([CH3:24])([CH3:25])[C:26]#[CH:27].[c:36]1([P:37]([c:38]2[cH:39][cH:40][cH:41][cH:42][cH:43]2)[c:44]2[cH:45][cH:46][cH:47][cH:48][cH:49]2)[cH:50][cH:51][cH:52][cH:53][cH:54]1.[c:55]1([P:56]([c:57]2[cH:58][cH:59][cH:60][cH:61][cH:62]2)[c:63]2[cH:64][cH:65][cH:66][cH:67][cH:68]2)[cH:69][cH:70][cH:71][cH:72][cH:73]1>>[CH3:1][O:2][C:3](=[O:4])[c:5]1[n:6][c:7]([C:27]#[C:26][Si:22]([CH3:23])([CH3:24])[CH3:25])[c:8]([Cl:20])[c:9]([F:19])[c:10]1[NH:11][c:12]1[c:13]([F:18])[cH:14][cH:15][cH:16][cH:17]1.